From a dataset of the Open Reaction Database (ORD), a public repository of structured organic reaction records. describe an organic reaction: reactants, conditions, products, and yield Reactants: CC(C)(C)[O-], CS(C)=O, NC(=O)c1cc(Cl)ccn1, [K+], Nc1cc(F)c(O)cc1F, [Na+], [OH-]. The product is NC(=O)c1cc(Oc2cc(F)c(N)cc2F)ccn1. RXN SMILES: [CH3:11][C:12]([CH3:13])([O-:14])[CH3:15].[CH3:29][S:30](=[O:31])[CH3:32].[Cl:17][c:18]1[cH:19][c:20]([C:24](=[O:25])[NH2:26])[n:21][cH:22][cH:23]1.[K+:16].[NH2:1][c:2]1[cH:3][c:4]([F:10])[c:5]([OH:9])[cH:6][c:7]1[F:8].[Na+:28].[OH-:27]>>[NH2:1][c:2]1[cH:3][c:4]([F:10])[c:5]([O:9][c:18]2[cH:19][c:20]([C:24](=[O:25])[NH2:26])[n:21][cH:22][cH:23]2)[cH:6][c:7]1[F:8]. Starting materials: C(C)(C)O (isopropanol), O=C[C@H](O)[C@@H](O)[C@H](O)[C@H](O)CO (glucose). Product: O(C1[C@H](O)[C@@H](O)[C@H](O)[C@H](O1)CO)C(C)C (isopropyl D-glucopyranoside). Reaction SMILES: [CH:1]([OH:4])([CH3:3])[CH3:2].[O:5]=[CH:6][C@@H:7]([C@H:9]([C@@H:11]([C@@H:13]([CH2:15][OH:16])[OH:14])[OH:12])[OH:10])O>>[O:4]([CH:1]([CH3:3])[CH3:2])[CH:15]1[O:16][C@H:7]([CH2:6][OH:5])[C@@H:9]([OH:10])[C@H:11]([OH:12])[C@H:13]1[OH:14]. Procedure: The title compound was prepared in quantitative yield by the procedure described in example 10 using isopropanol (2000 ml, 26 mol) and glucose (500 g, 2.78 mol). Reactants: C(=O)([O-])[O-].[K+].[K+] (K2CO3), BrC1=CC(=CC=C1)Br (1,3-dibromobenzene), C1=CC=C(C=2SC3=C(C21)C=CC=C3)B(O)O (dibenzo{b,d}thiophen-4-ylboronic acid), C1(=CC=CC=C1)C (toluene). Reagents/catalysts: C=1C=CC(=CC1)[P](C=2C=CC=CC2)(C=3C=CC=CC3)[Pd]([P](C=4C=CC=CC4)(C=5C=CC=CC5)C=6C=CC=CC6)([P](C=7C=CC=CC7)(C=8C=CC=CC8)C=9C=CC=CC9)[P](C=1C=CC=CC1)(C=1C=CC=CC1)C=1C=CC=CC1 (Pd(PPh3)4). Solvent: O (water). Yields the product BrC=1C=C(C=CC1)C1=CC=CC2=C1SC1=C2C=CC=C1 (4-(3-bromophenyl)dibenzo[b,d]thiophene). Isolated yield 39.2%. Reaction SMILES: Br[C:2]1[CH:7]=[CH:6][CH:5]=[C:4]([Br:8])[CH:3]=1.[CH:9]1[C:17]2[C:16]3[CH:18]=[CH:19][CH:20]=[CH:21][C:15]=3[S:14][C:13]=2[C:12](B(O)O)=[CH:11][CH:10]=1.C1(C)C=CC=CC=1.C([O-])([O-])=O.[K+].[K+]>O.C1C=CC([P]([Pd]([P](C2C=CC=CC=2)(C2C=CC=CC=2)C2C=CC=CC=2)([P](C2C=CC=CC=2)(C2C=CC=CC=2)C2C=CC=CC=2)[P](C2C=CC=CC=2)(C2C=CC=CC=2)C2C=CC=CC=2)(C2C=CC=CC=2)C2C=CC=CC=2)=CC=1>[Br:8][C:4]1[CH:3]=[C:2]([C:21]2[C:15]3[S:14][C:13]4[CH:12]=[CH:11][CH:10]=[CH:9][C:17]=4[C:16]=3[CH:18]=[CH:19][CH:20]=2)[CH:7]=[CH:6][CH:5]=1 |f:3.4.5,^1:42,44,63,82|. Reported procedure: A nitrogen flushed mixture of 1,3-dibromobenzene (18.63 g, 78.92 mmol), dibenzo{b,d}thiophen-4-ylboronic acid (6.0 g, 26.3 mmol), Pd(PPh3)4 (304 mg, 0.414 mmol), toluene (200 mL) and a slurry of K2CO3 (10.9 g, 78.92 mmol) in water (20 mL) were refluxed for 23 h. After the mixture cooled to room temperature the organic layer was washed with water, dried over anhydrous Na2SO4, filtered, and concentrated in vacuo. The residue was purified by vacuum distillation (Kugelrohr) followed by flash chromat... Starting materials: CC(=O)OC1CC2(C)C(=O)CCC2C2C(C)CC3=CC(=O)CCC3C12, O. Product: CC1CC2=CC(=O)CCC2C2C(O)CC3(C)C(=O)CCC3C12. As a reaction SMILES: [C:1](=[O:2])([CH3:3])[O:4][CH:5]1[CH:6]2[CH:7]3[CH2:8][CH2:9][C:10](=[O:25])[CH:11]=[C:12]3[CH2:13][CH:14]([CH3:24])[CH:15]2[CH:16]2[CH2:17][CH2:18][C:19](=[O:23])[C:20]2([CH3:21])[CH2:22]1.[OH2:26]>>[OH:4][CH:5]1[CH:6]2[CH:7]3[CH2:8][CH2:9][C:10](=[O:25])[CH:11]=[C:12]3[CH2:13][CH:14]([CH3:24])[CH:15]2[CH:16]2[CH2:17][CH2:18][C:19](=[O:23])[C:20]2([CH3:21])[CH2:22]1. Reactants: OC1=C2CN(C(C2=C(C=C1)[N+](=O)[O-])=O)C (4-Hydroxy-2-methyl-7-nitro-2,3-dihydro-1H-isoindol-1-one), COC1=C2CN(C(C2=C(C=C1)[N+](=O)[O-])=O)C (4-Methoxy-2-methyl-7-nitro-2,3-dihydro-1H-isoindol-1-one), OC1=C2CN(C(C2=C(C=C1)[N+](=O)[O-])=O)C (4-Hydroxy-2-methyl-7-nitro-2,3-dihydro-1H-isoindol-1-one), ( 100 ), COC1=C2CN(C(C2=C(C=C1)[N+](=O)[O-])=O)C (4-Methoxy-2-methyl-7-nitro-2,3-dihydro-1H-isoindol-1-one), OC1=C2CN(C(C2=C(C=C1)[N+](=O)[O-])=O)C (4-Hydroxy-2-methyl-7-nitro-2,3-dihydro-1H-isoindol-1-one), C(C)(C)I (isopropyl iodide). Product: CN1C(C2=C(C=CC(=C2C1)OC(C)C)[N+](=O)[O-])=O (2-Methyl-7-nitro-4-(propan-2-yloxy)-2,3-dihydro-1H-isoindol-1-one). As a reaction SMILES: CO[C:3]1[CH:11]=CC([N+]([O-])=O)=C2[C:4]=1CN(C)C2=O.[OH:17][C:18]1[CH:26]=[CH:25][C:24]([N+:27]([O-:29])=[O:28])=[C:23]2[C:19]=1[CH2:20][N:21]([CH3:31])[C:22]2=[O:30].C(I)(C)C>>[CH3:31][N:21]1[CH2:20][C:19]2[C:23](=[C:24]([N+:27]([O-:29])=[O:28])[CH:25]=[CH:26][C:18]=2[O:17][CH:3]([CH3:11])[CH3:4])[C:22]1=[O:30]. Reported procedure: The title compound was prepare according to the procedure for 4-Methoxy-2-methyl-7-nitro-2,3-dihydro-1H-isoindol-1-one (Compound 205B) using 4-Hydroxy-2-methyl-7-nitro-2,3-dihydro-1H-isoindol-1-one and 4-Hydroxy-2-methyl-7-nitro-2,3-dihydro-1H-isoindol-1-one (Compound 205C, 50.0 mg, 0.240 mmol) and isopropyl iodide. 1H NMR (400 MHz, CD3OD) δ=1.40 (d, J=6.1 Hz, 6 H), 3.15 (s, 3 H), 4.37 (s, 2 H), 4.80-4.87 (m, 1 H), 7.22 (d, J=8.8 Hz, 1 H), 7.86 (d, J=8.8 Hz, 1 H). MS (ES+): m/z 237.18 (100) [MH+... The reactants are OCc1cocn1, Brc1cnc2ccccc2c1. Reagents/catalysts: C(=O)([O-])[O-].[Cs+].[Cs+] (caesium carbonate), [Cu]Br.CSC, CS(=O)(=O)O[Pd]c1ccccc1-c2ccccc2N.CCCCP([C@@]34C[C@@H]5C[C@@H](C[C@@H](C5)C3)C4)[C@@]67C[C@@H]8C[C@@H](C[C@@H](C8)C6)C7 (cataCXium A Pd G3). Run in C1COCCO1, C1COCCO1, C1COCCO1. Run at temperature 100 celsius, time 18 hour. The product is OCc1coc(-c2cnc3ccccc3c2)n1, OCc1ncoc1-c1cnc2ccccc2c1, OCc1nc(-c2cnc3ccccc3c2)oc1-c1cnc2ccccc2c1. As a reaction SMILES: Brc1cnc2ccccc2c1.OCc1cocn1>CS(=O)(=O)O[Pd]c1ccccc1-c2ccccc2N.CCCCP([C@@]34C[C@@H]5C[C@@H](C[C@@H](C5)C3)C4)[C@@]67C[C@@H]8C[C@@H](C[C@@H](C8)C6)C7.C(=O)([O-])[O-].[Cs+].[Cs+].C1COCCO1.[Cu]Br.CSC>OCc1coc(-c2cnc3ccccc3c2)n1.OCc1ncoc1-c1cnc2ccccc2c1.OCc1nc(-c2cnc3ccccc3c2)oc1-c1cnc2ccccc2c1. Procedure: - reaction input `pd_catalyst` was added as a solution (2-methyltetrahydrofuran 1 mmol/L) and then the solvent was removed to leave solid solute before adding other reactants/reagents; - stirrer was added after `pd_catalyst` and before `base`; - reaction inputs were prepared inside a glove box but the reaction itself did not happen in a glove box; - the reaction vial was sealed after adding all reaction inputs Reactants: ClCCCl, CC1CCCCN1CCN, CN(C)c1ccncc1, ClCCl, O=C(O)c1ccc(-n2c(-c3ccccc3)cc3c2CCCC3)cc1. Product: CC1CCCCN1CCNC(=O)c1ccc(-n2c(-c3ccccc3)cc3c2CCCC3)cc1. Reaction SMILES: [CH2:35]([Cl:36])[CH2:37][Cl:38].[CH3:25][CH:26]1[N:27]([CH2:32][CH2:33][NH2:34])[CH2:28][CH2:29][CH2:30][CH2:31]1.[CH3:39][N:40]([c:41]1[cH:42][cH:43][n:44][cH:45][cH:46]1)[CH3:47].[Cl:48][CH2:49][Cl:50].[c:1]1(-[c:7]2[n:8](-[c:16]3[cH:17][cH:18][c:19]([C:20](=[O:21])[OH:22])[cH:23][cH:24]3)[c:9]3[c:14]([cH:15]2)[CH2:13][CH2:12][CH2:11][CH2:10]3)[cH:2][cH:3][cH:4][cH:5][cH:6]1>>[c:1]1(-[c:7]2[n:8](-[c:16]3[cH:17][cH:18][c:19]([C:20](=[O:21])[NH:34][CH2:33][CH2:32][N:27]4[CH:26]([CH3:25])[CH2:31][CH2:30][CH2:29][CH2:28]4)[cH:23][cH:24]3)[c:9]3[c:14]([cH:15]2)[CH2:13][CH2:12][CH2:11][CH2:10]3)[cH:2][cH:3][cH:4][cH:5][cH:6]1. Starting materials: BrC1=C(C(=CC=C1)[N+](=O)[O-])O (2-bromo-6-nitrophenol), ClC(F)F (chlorodifluoromethane), [OH-].[Na+] (sodium hydroxide), [OH-].[Na+] (sodium hydroxide), CN1C(N(CC1)C)=O (1,3-dimethylimidazolidine-2-one). The solvent is O (water). Conditions: temperature 80 celsius, time 1.5 hour. Yields the product BrC=1C(=C(C=CC1)[N+](=O)[O-])OC(F)F (3-bromo-2-difluoromethoxynitrobenzene). Yield: 70.6%. RXN SMILES: [Br:1][C:2]1[CH:7]=[CH:6][CH:5]=[C:4]([N+:8]([O-:10])=[O:9])[C:3]=1[OH:11].[OH-].[Na+].CN1CCN(C)C1=O.Cl[CH:23]([F:25])[F:24]>O>[Br:1][C:2]1[C:3]([O:11][CH:23]([F:25])[F:24])=[C:4]([N+:8]([O-:10])=[O:9])[CH:5]=[CH:6][CH:7]=1 |f:1.2|. Reported procedure: Into a 1-liter four-necked flask provided with a reflux condenser, a stirrer and a thermometer were fed 53.0 g (0.24 mol) of 2-bromo-6-nitrophenol, 40.5 g (0.49 mol) of 48% sodium hydroxide, 240 ml of 1,3-dimethylimidazolidine-2-one and 40.5 g of water. The mixture was heated to 80° C. and stirred at the same temperature for 1.5 hours with heating while chlorodifluoromethane (flon 22) was blown thereinto from a bomb. Then, while 20.0 g of 48% sodium hydroxide was added in seven portions, blowing... Reactants: [Si](C)(C)(C(C)(C)C)OCC1(CC=2N(CCS1)C(=NN2)C2(CC2)C2=CC=C(C=C2)C=2C(=NNC2)C)C (8-({[Tert-butyl(dimethyl)silyl]oxy}methyl)-8-methyl-3-{1-[4-(3-methyl-1H-pyrazol-4-yl)phenyl]cyclopropyl}-5,6,8,9-tetrahydro[1,2,4]triazolo[4,3-d][1,4]thiazepine), Cl (hydrochloric acid). The solvent is CO (methanol). Yields the product CC1(CC=2N(CCS1)C(=NN2)C2(CC2)C2=CC=C(C=C2)C=2C(=NNC2)C)CO ((8-Methyl-3-{1-[4-(3-methyl-1H-pyrazol-4-yl)phenyl]cyclopropyl}-5,6,8,9-tetrahydro[1,2,4]triazolo[4,3-d][1,4]thiazepin-8-yl)methanol). Yield: 68.0%. As a reaction SMILES: [Si]([O:8][CH2:9][C:10]1([CH3:35])[S:16][CH2:15][CH2:14][N:13]2[C:17]([C:20]3([C:23]4[CH:28]=[CH:27][C:26]([C:29]5[C:30]([CH3:34])=[N:31][NH:32][CH:33]=5)=[CH:25][CH:24]=4)[CH2:22][CH2:21]3)=[N:18][N:19]=[C:12]2[CH2:11]1)(C(C)(C)C)(C)C.Cl>CO>[CH3:35][C:10]1([CH2:9][OH:8])[S:16][CH2:15][CH2:14][N:13]2[C:17]([C:20]3([C:23]4[CH:24]=[CH:25][C:26]([C:29]5[C:30]([CH3:34])=[N:31][NH:32][CH:33]=5)=[CH:27][CH:28]=4)[CH2:22][CH2:21]3)=[N:18][N:19]=[C:12]2[CH2:11]1. Procedure: A solution of the compound (213 mg, 0.42 mmol) obtained in Example 76-1) and 4 M hydrochloric acid (1,4-dioxane solution, 3 mL) in methanol (6 mL) was stirred at room temperature for 2 h. The reaction mixture was concentrated under reduced pressure, a 5 M aqueous sodium hydroxide solution (10 mL) was added to the residue, the mixture was extracted with ethyl acetate, and the organic layer was washed with saturated sodium chloride solution and dried with anhydrous sodium sulfate. After concentrat...